Task: describe an organic reaction: reactants, conditions, products, and yield. Dataset: the Open Reaction Database (ORD), a public repository of structured organic reaction records Starting materials: Cc1ccccc1C(=O)c1ccc(Nc2ccc(Br)cc2COCCO)cc1Cl, C1CCOC1, O=C1COCC(=O)N1, CCOC(=O)N=NC(=O)OCC, c1ccc(P(c2ccccc2)c2ccccc2)cc1. Yields the product Cc1ccccc1C(=O)c1ccc(Nc2ccc(Br)cc2COCCN2C(=O)COCC2=O)cc1Cl. Reaction SMILES: [Br:1][c:2]1[cH:3][c:4]([CH2:25][O:26][CH2:27][CH2:28][OH:29])[c:5]([NH:8][c:9]2[cH:10][c:11]([Cl:24])[c:12]([C:15](=[O:16])[c:17]3[c:18]([CH3:23])[cH:19][cH:20][cH:21][cH:22]3)[cH:13][cH:14]2)[cH:6][cH:7]1.[CH2:69]1[O:70][CH2:71][CH2:72][CH2:73]1.[O:30]1[CH2:31][C:32](=[O:37])[NH:33][C:34](=[O:36])[CH2:35]1.[O:57]=[C:58]([O:59][CH2:60][CH3:61])[N:62]=[N:63][C:64]([O:65][CH2:66][CH3:67])=[O:68].[c:38]1([P:39]([c:40]2[cH:41][cH:42][cH:43][cH:44][cH:45]2)[c:46]2[cH:47][cH:48][cH:49][cH:50][cH:51]2)[cH:52][cH:53][cH:54][cH:55][cH:56]1>>[Br:1][c:2]1[cH:3][c:4]([CH2:25][O:26][CH2:27][CH2:28][N:33]2[C:32](=[O:37])[CH2:31][O:30][CH2:35][C:34]2=[O:36])[c:5]([NH:8][c:9]2[cH:10][c:11]([Cl:24])[c:12]([C:15](=[O:16])[c:17]3[c:18]([CH3:23])[cH:19][cH:20][cH:21][cH:22]3)[cH:13][cH:14]2)[cH:6][cH:7]1. RXN SMILES: [CH2:1]([c:2]1[cH:3][cH:4][cH:5][cH:6][cH:7]1)[N:8]1[CH2:9][C:10]2([CH2:11][CH2:12]2)[CH:13]([C:15]([CH3:16])=[O:17])[CH2:14]1.[CH3:27][CH2:28][O:29][C:30](=[O:31])[CH3:32].[ClH:18].[NH2:19][OH:20].[cH:21]1[cH:22][cH:23][n:24][cH:25][cH:26]1>>[CH2:1]([c:2]1[cH:3][cH:4][cH:5][cH:6][cH:7]1)[N:8]1[CH2:9][C:10]2([CH2:11][CH2:12]2)[CH:13]([C:15]([CH3:16])=[N:19][OH:20])[CH2:14]1. The reactants are CC(=O)C1CN(Cc2ccccc2)CC12CC2, CCOC(C)=O, Cl, NO, c1ccncc1. Product: CC(=NO)C1CN(Cc2ccccc2)CC12CC2.